This data is from the Open Reaction Database (ORD), a public repository of structured organic reaction records. The task is: describe an organic reaction: reactants, conditions, products, and yield Reaction SMILES: [CH2:21]1[O:22][CH2:23][CH2:24][CH2:25]1.[CH3:26][OH:27].[Li+:18].[NH2:1][c:2]1[c:3]([C:14](=[O:15])[O:16][CH3:17])[s:4][c:5](-[c:7]2[cH:8][cH:9][c:10]([F:13])[cH:11][cH:12]2)[cH:6]1.[OH-:19].[OH2:20]>>[NH2:1][c:2]1[c:3]([C:14](=[O:15])[OH:16])[s:4][c:5](-[c:7]2[cH:8][cH:9][c:10]([F:13])[cH:11][cH:12]2)[cH:6]1. Starting materials: C1CCOC1, CO, [Li+], COC(=O)c1sc(-c2ccc(F)cc2)cc1N, [OH-], O. The product is Nc1cc(-c2ccc(F)cc2)sc1C(=O)O. The reactants are [Sn] (tin), Cl (hydrochloric acid), [N+](=O)([O-])C1=C(C=CC(=C1)O)C (2-nitro-4-hydroxy toluene). The product is Cl.NC1=C(C=C(C(=C1)O)Cl)C (2-amino-4-hydroxy-5 chloro toluene hydrochloride). Reported procedure: The process embodies the reaction shown in the following diagram: ##STR4## 0.5 mol (76.5 g) of 2-nitro-4-hydroxy toluene is reduced with a mixture containing 600 cm3 of concentrated hydrochloric acid and 116 g of tin at 75°-80° C. This is filtered while hot, yielding 45 g of 2-amino-4-hydroxy-5 chloro toluene hydrochloride, which is insoluble in concentrated hot hydrochloric acid. The hydrochloric solution of the reduction contains 2-amino-4-hydroxy toluene as chlorostannate. 2-amino-4-hydroxy t... Reaction SMILES: [N+:1]([C:4]1[CH:9]=[C:8]([OH:10])[CH:7]=[CH:6][C:5]=1[CH3:11])([O-])=O.[Sn].[ClH:13]>>[ClH:13].[NH2:1][C:4]1[CH:9]=[C:8]([OH:10])[C:7]([Cl:13])=[CH:6][C:5]=1[CH3:11] |f:3.4,^3:11|. Reactants: C[S-], CC1COCCN1c1cc(CI)nc(Cl)n1, [Na+], CN(C)C=O. The product is CSCc1cc(N2CCOCC2C)nc(Cl)n1. Reaction SMILES: [CH3:17][S-:18].[Cl:1][c:2]1[n:3][c:4]([CH2:15][I:16])[cH:5][c:6]([N:8]2[CH:9]([CH3:14])[CH2:10][O:11][CH2:12][CH2:13]2)[n:7]1.[Na+:19].[O:20]=[CH:21][N:22]([CH3:23])[CH3:24]>>[Cl:1][c:2]1[n:3][c:4]([CH2:15][S:18][CH3:17])[cH:5][c:6]([N:8]2[CH:9]([CH3:14])[CH2:10][O:11][CH2:12][CH2:13]2)[n:7]1. The reactants are C(C)(C)(C)OC(N(C)[C@@H](C(CCCO)O)CC1=CC=CC=C1)=O (((1R)-1-Benzyl-2,5-dihydroxypentyl)methylcarbamic acid tert-butylester), C(C)(=O)OCC (ethyl acetate), Cl (Hydrogen chloride), C(C)(=O)OCC (ethyl acetate), C(C)(=O)OCC (ethyl acetate). Reaction conditions: temperature 0 celsius, time 1 hour. Yields the product C(C)(=O)OCCCC([C@@H](CC1=CC=CC=C1)NC)O ((5R)-4-hydroxy-5-(methylamino)-6-phenylhexyl acetate). As a reaction SMILES: C(OC(=O)[N:7]([C@H:9]([CH2:16][C:17]1[CH:22]=[CH:21][CH:20]=[CH:19][CH:18]=1)[CH:10]([OH:15])[CH2:11][CH2:12][CH2:13][OH:14])[CH3:8])(C)(C)C.Cl.[C:25](OCC)(=[O:27])[CH3:26]>>[C:25]([O:14][CH2:13][CH2:12][CH2:11][CH:10]([OH:15])[C@H:9]([NH:7][CH3:8])[CH2:16][C:17]1[CH:18]=[CH:19][CH:20]=[CH:21][CH:22]=1)(=[O:27])[CH3:26]. Procedure: ((1R)-1-Benzyl-2,5-dihydroxypentyl)methylcarbamic acid tert-butylester (560 mg, 1.52 mmol) was dissolved in ethyl acetate (10 mL). 3M Hydrogen chloride in ethyl acetate (2.0 mL, 6.08 mmol) was added. The solution was stirred at room temp. for 1 h. It was diluted with ethyl acetate (10 mL) and extracted with 1N sodium hydroxide solution (30 mL). The aqueous phase was extracted with ethyl acetate (3×10 mL). The combined organic phases were dried over magnesium sulfate. The solvent was removed in v... The product is CC(C)N(C)C1CCC(N2CCC(CC3(c4cccc(C(F)(F)F)c4)OCCO3)C2=O)C(CS(=O)(=O)c2ccccc2)C1. Reaction SMILES: [C:45]([BH3-:46])#[N:47].[CH2:43]=[O:44].[CH3:49][OH:50].[CH3:51][CH2:52][O:53][C:54]([CH3:55])=[O:56].[CH:1]([CH3:2])([CH3:3])[NH:4][CH:5]1[CH2:6][CH:7]([CH2:33][S:34](=[O:35])(=[O:36])[c:37]2[cH:38][cH:39][cH:40][cH:41][cH:42]2)[CH:8]([N:11]2[C:12](=[O:32])[CH:13]([CH2:16][C:17]3([c:22]4[cH:23][c:24]([C:28]([F:29])([F:30])[F:31])[cH:25][cH:26][cH:27]4)[O:18][CH2:19][CH2:20][O:21]3)[CH2:14][CH2:15]2)[CH2:9][CH2:10]1.[Na+:48]>>[CH:1]([CH3:2])([CH3:3])[N:4]([CH:5]1[CH2:6][CH:7]([CH2:33][S:34](=[O:35])(=[O:36])[c:37]2[cH:38][cH:39][cH:40][cH:41][cH:42]2)[CH:8]([N:11]2[C:12](=[O:32])[CH:13]([CH2:16][C:17]3([c:22]4[cH:23][c:24]([C:28]([F:29])([F:30])[F:31])[cH:25][cH:26][cH:27]4)[O:18][CH2:19][CH2:20][O:21]3)[CH2:14][CH2:15]2)[CH2:9][CH2:10]1)[CH3:45]. The reactants are [BH3-]C#N, C=O, CO, CCOC(C)=O, CC(C)NC1CCC(N2CCC(CC3(c4cccc(C(F)(F)F)c4)OCCO3)C2=O)C(CS(=O)(=O)c2ccccc2)C1, [Na+]. The reactants are ( A ), C1(CC1)CN1CCN(CC1)C=1C=C2C(N(C=NC2=CC1)C=1C=C(C(=O)O)C=CC1C)=O (3-[6-[4-(cyclopropylmethyl)piperazin-1-yl]-4-oxoquinazolin-3(4H)-yl]-4-methylbenzoic acid), NC1=NOC=C1 (3-aminoisoxazole). The product is C1(CC1)CN1CCN(CC1)C=1C=C2C(N(C=NC2=CC1)C=1C=C(C(=O)NC2=NOC=C2)C=CC1C)=O (3-[6-[4-(cyclopropylmethyl)piperazin-1-yl]-4-oxoquinazolin-3(4H)-yl]-N-isoxazol-3-yl-4-methylbenzamide). RXN SMILES: [CH:1]1([CH2:4][N:5]2[CH2:10][CH2:9][N:8]([C:11]3[CH:12]=[C:13]4[C:18](=[CH:19][CH:20]=3)[N:17]=[CH:16][N:15]([C:21]3[CH:22]=[C:23]([CH:27]=[CH:28][C:29]=3[CH3:30])[C:24](O)=[O:25])[C:14]4=[O:31])[CH2:7][CH2:6]2)[CH2:3][CH2:2]1.[NH2:32][C:33]1[CH:37]=[CH:36][O:35][N:34]=1>>[CH:1]1([CH2:4][N:5]2[CH2:10][CH2:9][N:8]([C:11]3[CH:12]=[C:13]4[C:18](=[CH:19][CH:20]=3)[N:17]=[CH:16][N:15]([C:21]3[CH:22]=[C:23]([CH:27]=[CH:28][C:29]=3[CH3:30])[C:24]([NH:32][C:33]3[CH:37]=[CH:36][O:35][N:34]=3)=[O:25])[C:14]4=[O:31])[CH2:7][CH2:6]2)[CH2:2][CH2:3]1. Reported procedure: Using an analogous procedure to that described paragraph (A) in the portion of Example 4, 3-[6-[4-(cyclopropylmethyl)piperazin-1-yl]-4-oxoquinazolin-3(4H)-yl]-4-methylbenzoic acid was reacted with 3-aminoisoxazole to give 3-[6-[4-(cyclopropylmethyl)piperazin-1-yl]-4-oxoquinazolin-3(4H)-yl]-N-isoxazol-3-yl-4-methylbenzamide; NMR Spectrum: (DMSOd6) 0.02 (m, 2H), 0.37 (m, 2H), 0.77 (m, 1H), 2.08 (s, 3H), 2.13 (m, 2H), 2.51 (m, 4H), 3.19 (m, 4H), 6.95 (s, 1H), 7.38 (s, 1H), 7.52 (m, 3H), 7.96 (m, 2H... The reactants are COC([C@@H](NNC(=O)C1=CC(=NN1CC1=CC=C(C=C1)OC)NC(=O)C1=CC(=NN1CC1=CC=C(C=C1)OC)NC(=O)C1=CC(=NN1CC1=CC=C(C=C1)OC)[N+](=O)[O-])CCCC(N)C(=O)OC(C)(C)C)=O (1-(4-methoxybenzyl)-3-(1-(4-methoxybenzyl)-3-(1-(4-methoxybenzyl)-3-nitro-1H-pyrazole-5-carboxamido)-1H-pyrazole-5-carboxamido)-1H-pyrazole-5-carboxamido-6-(tert-butoxycarbonyl)-lysine methyl ester), [OH-].[Li+] (lithium hydroxide). The solvent is CO.C1CCOC1.O (methanol THF water). Yields the product COC1=CC=C(CN2N=C(C=C2C(=O)NN[C@@H](CCCC(N)C(=O)OC(C)(C)C)C(=O)O)NC(=O)C2=CC(=NN2CC2=CC=C(C=C2)OC)NC(=O)C2=CC(=NN2CC2=CC=C(C=C2)OC)[N+](=O)[O-])C=C1 (1-(4-Methoxybenzyl)-3-(1-(4-methoxybenzyl)-3-(1-(4-methoxybenzyl)-3-nitro-1H-pyrazole-5-carboxamido)-1H-pyrazole-5-carboxamido)-1H-pyrazole-5-carboxamido-6-(tert-butoxycarbonyl)-lysine). RXN SMILES: C[O:2][C:3](=[O:72])[C@H:4]([CH2:60][CH2:61][CH2:62][CH:63]([C:65]([O:67][C:68]([CH3:71])([CH3:70])[CH3:69])=[O:66])[NH2:64])[NH:5][NH:6][C:7]([C:9]1[N:13]([CH2:14][C:15]2[CH:20]=[CH:19][C:18]([O:21][CH3:22])=[CH:17][CH:16]=2)[N:12]=[C:11]([NH:23][C:24]([C:26]2[N:30]([CH2:31][C:32]3[CH:37]=[CH:36][C:35]([O:38][CH3:39])=[CH:34][CH:33]=3)[N:29]=[C:28]([NH:40][C:41]([C:43]3[N:47]([CH2:48][C:49]4[CH:54]=[CH:53][C:52]([O:55][CH3:56])=[CH:51][CH:50]=4)[N:46]=[C:45]([N+:57]([O-:59])=[O:58])[CH:44]=3)=[O:42])[CH:27]=2)=[O:25])[CH:10]=1)=[O:8].[OH-].[Li+]>CO.C1COCC1.O>[CH3:22][O:21][C:18]1[CH:19]=[CH:20][C:15]([CH2:14][N:13]2[C:9]([C:7]([NH:6][NH:5][C@H:4]([C:3]([OH:72])=[O:2])[CH2:60][CH2:61][CH2:62][CH:63]([C:65]([O:67][C:68]([CH3:71])([CH3:70])[CH3:69])=[O:66])[NH2:64])=[O:8])=[CH:10][C:11]([NH:23][C:24]([C:26]3[N:30]([CH2:31][C:32]4[CH:37]=[CH:36][C:35]([O:38][CH3:39])=[CH:34][CH:33]=4)[N:29]=[C:28]([NH:40][C:41]([C:43]4[N:47]([CH2:48][C:49]5[CH:54]=[CH:53][C:52]([O:55][CH3:56])=[CH:51][CH:50]=5)[N:46]=[C:45]([N+:57]([O-:59])=[O:58])[CH:44]=4)=[O:42])[CH:27]=3)=[O:25])=[N:12]2)=[CH:16][CH:17]=1 |f:1.2,3.4.5|. Procedure: A 143 mg (146 μmol, 1.00 equiv) amount of 2-(1-(4-methoxybenzyl)-3-(1-(4-methoxybenzyl)-3-(1-(4-methoxybenzyl)-3-nitro-1H-pyrazole-5-carboxamido)-1H-pyrazole-5-carboxamido)-1H-pyrazole-5-carboxamido-6-(tert-butoxycarbonyl)-lysine methyl ester and 9 mg lithium hydroxide (376 μmol, 2.57 equiv) were stirred in a mixture of methanol/THF/water (5:5:1) for 16 h at 65° C. Workup and purification were conducted according to general procedure A to yield the free carboxylic acid as a colorless solid. Yiel... The reactants are Cl (hydrochloride), NC1=NC2=CC=CC=C2C(=N1)C1CCN(CC1)C(CCCCCCCNC(=O)OC(C)(C)C)=O (2-amino-4-[1-(8-t-butoxycarbonylaminooctanoyl)-4-piperidinyl]quinazoline). The product is NC1=NC2=CC=CC=C2C(=N1)C1CCN(CC1)C(CCCCCCCN)=O (2-amino-4-[1-(8-aminooctanoyl)-4-piperidinyl]quinazoline). Yield: 115.7%. As a reaction SMILES: Cl.[NH2:2][C:3]1[N:12]=[C:11]([CH:13]2[CH2:18][CH2:17][N:16]([C:19](=[O:35])[CH2:20][CH2:21][CH2:22][CH2:23][CH2:24][CH2:25][CH2:26][NH:27]C(OC(C)(C)C)=O)[CH2:15][CH2:14]2)[C:10]2[C:5](=[CH:6][CH:7]=[CH:8][CH:9]=2)[N:4]=1>>[NH2:2][C:3]1[N:12]=[C:11]([CH:13]2[CH2:18][CH2:17][N:16]([C:19](=[O:35])[CH2:20][CH2:21][CH2:22][CH2:23][CH2:24][CH2:25][CH2:26][NH2:27])[CH2:15][CH2:14]2)[C:10]2[C:5](=[CH:6][CH:7]=[CH:8][CH:9]=2)[N:4]=1. Reported procedure: By a procedure similar to that described in Example 284, the titled compound (91 mg) as hydrochloride was prepared from 2-amino-4-[1-(8-t-butoxycarbonylaminooctanoyl)-4-piperidinyl]quinazoline (100 mg) obtained in Example 28.